Dataset: the Open Reaction Database (ORD), a public repository of structured organic reaction records. Task: describe an organic reaction: reactants, conditions, products, and yield Starting materials: BrC=1C=CC(=NC1)N1CCN(CC1)C1CC2=C(N=C(S2)N)CC1 (6-[4-(5-bromo-2-pyridinyl)-1-piperazinyl]-4,5,6,7-tetrahydro-2-benzothiazolamine), O1CCCC1 (tetrahydrofuran), [H-].[Al+3].[Li+].[H-].[H-].[H-] (lithium aluminum hydride). Run at time 1 hour. Product: S1C=NC2=C1CC(CC2)CO ((±)-4,5,6,7-tetrahydro-6-benzothiazolemethanol). Reaction SMILES: BrC1C=CC(N2CCN([CH:14]3[CH2:23][CH2:22][C:17]4[N:18]=[C:19](N)[S:20][C:16]=4[CH2:15]3)CC2)=NC=1.[H-].[Al+3].[Li+].[H-].[H-].[H-].[O:30]1CCC[CH2:31]1>>[S:20]1[C:16]2[CH2:15][CH:14]([CH2:31][OH:30])[CH2:23][CH2:22][C:17]=2[N:18]=[CH:19]1 |f:1.2.3.4.5.6|. Procedure: A solution of (±)-ethyl 2-amino-4,5,6,7-tetrahydro-6-benzothiazolecarboxylate (13.5 g) (Example C) in 700 ml of anhydrous tetrahydrofuran is cooled in an ice bath and lithium aluminum hydride (4.56 g) is added in small portions. A thick suspension forms which is kept at room temperature for one hour. The reaction mixture is quenched by careful addition of a 10% solution of hydrochloric acid. The volatile components are evaporated in vacuo and the residue is stirred with a 25% solution of sodium ... Reactants: COC(=O)C1=C(C=CC=2N=C(N(C21)C2CC2)[C@H](C)NC2=C1N=CN(C1=NC=N2)C2OCCCC2)F (3-cyclopropyl-5-fluoro-2-{(S)-1-[9-(tetrahydro-pyran-2-yl)-9H-purin-6-ylamino]ethyl}-3H-benzoimidazole-4-carboxylic acid methyl ester). Run in C(Cl)Cl (DCM). The product is C1(CC1)N1C(=NC2=C1C(=C(C=C2)F)C(=O)OC)[C@H](C)NC2=C1N=CNC1=NC=N2 (methyl 3-cyclopropyl-5-fluoro-2-[(1S)-1-(9H-purin-6-ylamino)ethyl]benzimidazole-4-carboxylate). Yield: 24.6%. As a reaction SMILES: [CH3:1][O:2][C:3]([C:5]1[C:13]2[N:12]([CH:14]3[CH2:16][CH2:15]3)[C:11]([C@@H:17]([NH:19][C:20]3[N:28]=[CH:27][N:26]=[C:25]4[C:21]=3[N:22]=[CH:23][N:24]4C3CCCCO3)[CH3:18])=[N:10][C:9]=2[CH:8]=[CH:7][C:6]=1[F:35])=[O:4]>C(Cl)Cl>[CH:14]1([N:12]2[C:13]3[C:5]([C:3]([O:2][CH3:1])=[O:4])=[C:6]([F:35])[CH:7]=[CH:8][C:9]=3[N:10]=[C:11]2[C@@H:17]([NH:19][C:20]2[N:28]=[CH:27][N:26]=[C:25]3[C:21]=2[N:22]=[CH:23][NH:24]3)[CH3:18])[CH2:16][CH2:15]1. Procedure: A solution of 3-cyclopropyl-5-fluoro-2-{(S)-1-[9-(tetrahydro-pyran-2-yl)-9H-purin-6-ylamino]ethyl}-3H-benzoimidazole-4-carboxylic acid methyl ester (178 mg, 0.37 mmol) in DCM was loaded onto an Isolute® SCX-2 cartridge which was washed with MeOH followed by 2M NH3/MeOH. The basic fractions were combined, concentrated in vacuo and the resulting residue subjected to a second SCX-2 cartridge purification. The basic fractions were combined, concentrated in vacuo and the resulting residue purified by... Reactants: CC(Br)C(=O)OC(C)(C)C, Cc1nc[nH]n1, CCOC(C)=O, [K+], [K+], O=C([O-])[O-], CN(C)C=O. Yields the product Cc1ncn(C(C)C(=O)OC(C)(C)C)n1. Reaction SMILES: [C:13]([CH3:14])([CH3:15])([CH3:16])[O:17][C:18]([CH:19]([CH3:20])[Br:21])=[O:22].[CH3:1][c:2]1[n:3][nH:4][cH:5][n:6]1.[CH3:28][CH2:29][O:30][C:31]([CH3:32])=[O:33].[K+:7].[K+:8].[O-:9][C:10]([O-:11])=[O:12].[O:23]=[CH:24][N:25]([CH3:26])[CH3:27]>>[CH3:1][c:2]1[n:3][n:4]([CH:19]([C:18]([O:17][C:13]([CH3:14])([CH3:15])[CH3:16])=[O:22])[CH3:20])[cH:5][n:6]1. Starting materials: CCC(CO)(CO)OCc1ccccc1F, CCCCCC, CCC=O. Product: CCC1OCC(CC)(OCc2ccccc2F)CO1. Reaction SMILES: [CH2:5]([CH3:6])[C:7]([CH2:8][OH:9])([CH2:10][OH:11])[O:12][CH2:13][c:14]1[c:15]([F:20])[cH:16][cH:17][cH:18][cH:19]1.[CH3:21][CH2:22][CH2:23][CH2:24][CH2:25][CH3:26].[CH:1]([CH2:2][CH3:3])=[O:4]>>[CH:1]1([CH2:2][CH3:3])[O:4][CH2:10][C:7]([CH2:5][CH3:6])([O:12][CH2:13][c:14]2[c:15]([F:20])[cH:16][cH:17][cH:18][cH:19]2)[CH2:8][O:9]1.